Task: describe an organic reaction: reactants, conditions, products, and yield. Dataset: the Open Reaction Database (ORD), a public repository of structured organic reaction records The reactants are Cl.C1(=CC=C(C=C1)NN)C (p-tolylhydrazine hydrochloride), C[NH+]1[C@@H]2CCC[C@H]1CC(=O)C2 (pseudopelletierine hydrochloride), S(O)(O)(=O)=O (sulfuric acid). The solvent is O1CCOCC1 (dioxane). Reaction conditions: temperature 80 celsius. Product: CC=1C=C2C3=C(NC2=CC1)CC1CCCC3N1C (2,12-dimethyl-6,7,8,9,10,11-hexahydro-5H-7,11-epiminocycloocta[b]indole). Reaction SMILES: Cl.[C:2]1([CH3:10])[CH:7]=[CH:6][C:5]([NH:8]N)=[CH:4][CH:3]=1.[CH3:11][NH+:12]1[C@@H:17]2[CH2:18][C:19]([CH2:21][C@H:13]1[CH2:14][CH2:15][CH2:16]2)=O.S(=O)(=O)(O)O>O1CCOCC1>[CH3:10][C:2]1[CH:7]=[C:6]2[C:5](=[CH:4][CH:3]=1)[NH:8][C:15]1[CH2:16][CH:17]3[N:12]([CH3:11])[CH:13]([C:14]2=1)[CH2:21][CH2:19][CH2:18]3 |f:0.1|. Procedure details: In a 100 mL round-bottom flask were combined p-tolylhydrazine hydrochloride (1.58 g, 10 mmol; Aldrich), pseudopelletierine hydrochloride (2.0 g, 10.5 mmol; Acros), and concentrated sulfuric acid (5 mL) in dioxane (50 mL). The reaction mixture was heated to 80° C. for 2.5 hours, then cooled to room temperature. The solvent was decanted, and the residue was dissolved in water (20 mL) and basified with solid potassium carbonate to pH ˜12. This solution was extracted with dichloromethane (3×50 mL), ...